This data is from the Open Reaction Database (ORD), a public repository of structured organic reaction records. The task is: describe an organic reaction: reactants, conditions, products, and yield The reactants are CCOC(=O)CBr, CCO, N#Cc1c[nH]cn1. Yields the product CCOC(=O)Cn1cnc(C#N)c1. As a reaction SMILES: [Br:8][CH2:9][C:10](=[O:11])[O:12][CH2:13][CH3:14].[CH3:15][CH2:16][OH:17].[nH:1]1[cH:2][n:3][c:4]([C:6]#[N:7])[cH:5]1>>[n:1]1([CH2:9][C:10](=[O:11])[O:12][CH2:13][CH3:14])[cH:2][n:3][c:4]([C:6]#[N:7])[cH:5]1. Reactants: C(=O)([O-])[O-].[K+].[K+] (K2CO3), C(C)(C)N(CC)C(C)C (diisopropylethylamine), BrCCCO (3-bromopropanol), C(C1=CC=CC=C1)(C1=CC=CC=C1)C1CCNCC1 (4-Benzhydrylpiperidine). The solvent is C(CCC)O (n-butanol). Yields the product C(C1=CC=CC=C1)(C1=CC=CC=C1)C1CCN(CC1)CCCO (4-Benzhydryl-1-(3-hydroxypropyl)piperidine). As a reaction SMILES: [CH:1]([CH:14]1[CH2:19][CH2:18][NH:17][CH2:16][CH2:15]1)([C:8]1[CH:13]=[CH:12][CH:11]=[CH:10][CH:9]=1)[C:2]1[CH:7]=[CH:6][CH:5]=[CH:4][CH:3]=1.C([O-])([O-])=O.[K+].[K+].C(N(C(C)C)CC)(C)C.Br[CH2:36][CH2:37][CH2:38][OH:39]>C(O)CCC>[CH:1]([CH:14]1[CH2:19][CH2:18][N:17]([CH2:36][CH2:37][CH2:38][OH:39])[CH2:16][CH2:15]1)([C:8]1[CH:9]=[CH:10][CH:11]=[CH:12][CH:13]=1)[C:2]1[CH:3]=[CH:4][CH:5]=[CH:6][CH:7]=1 |f:1.2.3|. Reported procedure: 4-Benzhydrylpiperidine (10 mmol, 2.87 g) is slurried in n-butanol (30 mL), and K2CO3 (s) (2.76 g, 10 mmol) or diisopropylethylamine (20 mmol, 2.5 g) and 3-bromopropanol (10 mmol, 1.39 g) are added to the slurry. The stirred mixture is refluxed for about 7 hours under N2 (g), filtered, and concentrated in vacuo. The residue is dissolved in hot CHCl3, filtered and concentrated in vacuo to yield crude product as an oil (3.0-3.1 g) which is used without further purification. Starting materials: solution, C[Li] (methyl lithium), N1=CC(=CC(=C1)C)C (3,5-lutidine), C1(=CC=CC=C1)C (toluene). Run in CCOCC (ether), CCOCC (ether). Run at time 4 hour. The product is N1=C(C(=CC(=C1)C)C)C (2,3,5-collidine). Reaction SMILES: C[Li].[N:3]1[CH:8]=[C:7]([CH3:9])[CH:6]=[C:5]([CH3:10])[CH:4]=1.[C:11]1(C)C=CC=CC=1>CCOCC>[N:3]1[CH:8]=[C:7]([CH3:9])[CH:6]=[C:5]([CH3:10])[C:4]=1[CH3:11]. Reported procedure: To 500 ml of a 5% solution of methyl lithium in ether are added dropwise at room temperature under argon 1200 ml of ether, subsequently 35.6 g of 3,5-lutidine (3,5-dimethylpyridine) and subsequently 400 ml of toluene. The ether is distilled off completely, whereupon the solution is stirred at 100° for 4 hours. Ice is then added portionwise thereto while cooling with methanol/ice until evolution of heat no longer occurs. The toluene phase is separated from precipitated solid and extracted with 66... Reactants: Brc1ncccn1, COC(=O)CCc1ccc(OCC(C)c2nc(-c3ccc(B4OC(C)(C)C(C)(C)O4)cc3)sc2C)cc1C, Cc1ccccc1, [Na+], [Na+], O=C([O-])[O-]. Yields the product COC(=O)CCc1ccc(OCC(C)c2nc(-c3ccc(-c4ncccn4)cc3)sc2C)cc1C. Reaction SMILES: [Br:39][c:40]1[n:41][cH:42][cH:43][cH:44][n:45]1.[CH3:1][O:2][C:3]([CH2:4][CH2:5][c:6]1[c:7]([CH3:37])[cH:8][c:9]([O:12][CH2:13][CH:14]([CH3:15])[c:16]2[n:17][c:18](-[c:22]3[cH:23][cH:24][c:25]([B:28]4[O:29][C:30]([CH3:31])([CH3:32])[C:33]([CH3:34])([CH3:35])[O:36]4)[cH:26][cH:27]3)[s:19][c:20]2[CH3:21])[cH:10][cH:11]1)=[O:38].[CH3:52][c:53]1[cH:54][cH:55][cH:56][cH:57][cH:58]1.[Na+:46].[Na+:47].[O-:48][C:49](=[O:50])[O-:51]>>[CH3:1][O:2][C:3]([CH2:4][CH2:5][c:6]1[c:7]([CH3:37])[cH:8][c:9]([O:12][CH2:13][CH:14]([CH3:15])[c:16]2[n:17][c:18](-[c:22]3[cH:23][cH:24][c:25](-[c:40]4[n:41][cH:42][cH:43][cH:44][n:45]4)[cH:26][cH:27]3)[s:19][c:20]2[CH3:21])[cH:10][cH:11]1)=[O:38]. The reactants are [Cl-].[Li+] (lithium chloride), O (water), COC(C(C(=O)OC)C1=C(C=C(C=C1)[N+](=O)[O-])Cl)=O (2-(4-nitro-2chlorophenyl)-malonic acid dimethyl ester). Run in CS(=O)C (DMSO). Reaction conditions: temperature 100 celsius. Product: COC(CC1=C(C=C(C=C1)[N+](=O)[O-])Cl)=O (2-(4 nitro-2-chlorophenyl)acetic acid methyl ester). RXN SMILES: [CH3:1][O:2][C:3](=[O:19])[CH:4]([C:9]1[CH:14]=[CH:13][C:12]([N+:15]([O-:17])=[O:16])=[CH:11][C:10]=1[Cl:18])C(OC)=O.[Cl-].[Li+].O>CS(C)=O>[CH3:1][O:2][C:3](=[O:19])[CH2:4][C:9]1[CH:14]=[CH:13][C:12]([N+:15]([O-:17])=[O:16])=[CH:11][C:10]=1[Cl:18] |f:1.2|. Reported procedure: 2-(4-nitro-2chlorophenyl)-malonic acid dimethyl ester was dissolved in DMSO, then lithium chloride (0.759 g), and water (0.15 mL) were added. The mixture was heated to 100° C. for 3h. The reaction was cooled and the product purified by chromatography on silica gel eluting with hexane/ethyl acetate (9:1) to give the title compound as a yellow oil (1.77 g). Starting materials: O(C1=CC=CC=C1)C1=CC=C(CC2NCCC=3CCCCC23)C=C1 ((±)-1-(p-phenoxybenzyl)-1,2,3,4,5,6,7,8-octahydroisoquinoline), C(C(=O)O)(=O)O (oxalic acid). Solvent: CC(=O)C (acetone). The product is C(C(=O)O)(=O)O.O(C1=CC=CC=C1)C1=CC=C(CC2NCCC=3CCCCC23)C=C1 ((±)-1-(p-phenoxybenzyl)-1,2,3,4,5,6,7,8-octahydroisoquinoline oxalate). Yield: 84.3%. Reaction SMILES: [O:1]([C:8]1[CH:24]=[CH:23][C:11]([CH2:12][CH:13]2[C:22]3[CH2:21][CH2:20][CH2:19][CH2:18][C:17]=3[CH2:16][CH2:15][NH:14]2)=[CH:10][CH:9]=1)[C:2]1[CH:7]=[CH:6][CH:5]=[CH:4][CH:3]=1.[C:25]([OH:30])(=[O:29])[C:26]([OH:28])=[O:27]>CC(C)=O>[C:25]([OH:30])(=[O:29])[C:26]([OH:28])=[O:27].[O:1]([C:8]1[CH:24]=[CH:23][C:11]([CH2:12][CH:13]2[C:22]3[CH2:21][CH2:20][CH2:19][CH2:18][C:17]=3[CH2:16][CH2:15][NH:14]2)=[CH:10][CH:9]=1)[C:2]1[CH:3]=[CH:4][CH:5]=[CH:6][CH:7]=1 |f:3.4|. Reported procedure: For purification, 1.5 g (0.005 mol) of the above crude (±)-1-(p-phenoxybenzyl)-1,2,3,4,5,6,7,8-octahydroisoquinoline in 5 ml of acetone was treated with 0.42 g of oxalic acid and allowed to crystallize. The crude oxalate was recrystallized from ethanol (30 ml) to give 1.61 g (84%) of pure (±)-1-(p-phenoxybenzyl)-1,2,3,4,5,6,7,8-octahydroisoquinoline oxalate, mp 176°-178°. The yield is 31.4%. Reported procedure: 0.8 g of tert.butyl hexahydro-2-[(N-hydroxycarbamoyl)-methyl]-2-methyl-1,3-dioxo-1H-pyrazolo[1,2-a]pyridazine-5-carboxylate was treated with 10 ml of trifluoroacetic acid for 1 hour and the mixture was then evaporated. The residue was treated with 5 ml of ethyl acetate and the mixture was evaporated. Trituration of the residue with 1,2-dimethoxy-ethane and recrystallization from methanol/water yielded 0.21 g of hexahydro-2-[(N-hydroxycarbamoyl)methyl]-2-methyl-1,3-dioxo-1H-pyrazolo[1,2-a]pyridaz... Solvent: FC(C(=O)O)(F)F (trifluoroacetic acid). As a reaction SMILES: [OH:1][NH:2][C:3]([CH2:5][C:6]1([CH3:24])[C:21](=[O:22])[N:9]2[CH2:10][CH2:11][CH2:12][CH:13]([C:14]([O:16]C(C)(C)C)=[O:15])[N:8]2[C:7]1=[O:23])=[O:4]>FC(F)(F)C(O)=O>[OH:1][NH:2][C:3]([CH2:5][C:6]1([CH3:24])[C:21](=[O:22])[N:9]2[CH2:10][CH2:11][CH2:12][CH:13]([C:14]([OH:16])=[O:15])[N:8]2[C:7]1=[O:23])=[O:4]. Product: ONC(=O)CC1(C(N2N(CCCC2C(=O)O)C1=O)=O)C (hexahydro-2-[(N-hydroxycarbamoyl)methyl]-2-methyl-1,3-dioxo-1H-pyrazolo[1,2-a]pyridazine-5-carboxylic acid). The reactants are ONC(=O)CC1(C(N2N(CCCC2C(=O)OC(C)(C)C)C1=O)=O)C (tert.butyl hexahydro-2-[(N-hydroxycarbamoyl)-methyl]-2-methyl-1,3-dioxo-1H-pyrazolo[1,2-a]pyridazine-5-carboxylate).